Dataset: the Open Reaction Database (ORD), a public repository of structured organic reaction records. Task: describe an organic reaction: reactants, conditions, products, and yield Reactants: CCNc1ccc2c(c1)C(C)=CCC2(C)C, Cc1ccccc1, O=C(O)c1ccc(F)nc1. Product: CCN(c1ccc2c(c1)C(C)=CCC2(C)C)c1ccc(C(=O)O)cn1. As a reaction SMILES: [CH2:1]([CH3:2])[NH:3][c:4]1[cH:5][c:6]2[c:11]([cH:12][cH:13]1)[C:10]([CH3:14])([CH3:15])[CH2:9][CH:8]=[C:7]2[CH3:16].[CH3:27][c:28]1[cH:29][cH:30][cH:31][cH:32][cH:33]1.[F:17][c:18]1[n:19][cH:20][c:21]([C:22](=[O:23])[OH:24])[cH:25][cH:26]1>>[CH2:1]([CH3:2])[N:3]([c:4]1[cH:5][c:6]2[c:11]([cH:12][cH:13]1)[C:10]([CH3:14])([CH3:15])[CH2:9][CH:8]=[C:7]2[CH3:16])[c:18]1[n:19][cH:20][c:21]([C:22](=[O:23])[OH:24])[cH:25][cH:26]1. Starting materials: CCCC(=O)C(=COCC)C(=O)OCC, COc1cc(O)ccc1N. The product is CCCC(=O)C(=CNc1ccc(O)cc1OC)C(=O)OCC. Reaction SMILES: [C:11]([CH2:12][CH2:13][CH3:14])(=[O:15])[C:16]([C:17](=[O:18])[O:19][CH2:20][CH3:21])=[CH:22][O:23][CH2:24][CH3:25].[NH2:1][c:2]1[c:3]([O:9][CH3:10])[cH:4][c:5]([OH:8])[cH:6][cH:7]1>>[NH:1]([c:2]1[c:3]([O:9][CH3:10])[cH:4][c:5]([OH:8])[cH:6][cH:7]1)[CH:22]=[C:16]([C:11]([CH2:12][CH2:13][CH3:14])=[O:15])[C:17](=[O:18])[O:19][CH2:20][CH3:21].